From a dataset of the Open Reaction Database (ORD), a public repository of structured organic reaction records. describe an organic reaction: reactants, conditions, products, and yield Reactants: COC=1C=C2CCN3C(C2=CC1OC)=CC(NC3=O)=O (9,10-dimethoxy-3,4,6,7-tetrahydro-2H-pyrimido(6,1-a)isoquinolin-2,4-dione), P(=O)(Cl)(Cl)Cl (phosphorus oxychloride). Product: COC=1C=C2CCN3C(C2=CC1OC)=CC(=NC3=O)Cl (9,10-Dimethoxy-2-chloro-6,7-dihydro-4H-pyrimido(6,1-a) isoquinolin-4-one). Reaction SMILES: [CH3:1][O:2][C:3]1[CH:4]=[C:5]2[C:10](=[CH:11][C:12]=1[O:13][CH3:14])[C:9]1=[CH:15][C:16](=O)[NH:17][C:18](=[O:19])[N:8]1[CH2:7][CH2:6]2.P(Cl)(Cl)([Cl:23])=O>>[CH3:1][O:2][C:3]1[CH:4]=[C:5]2[C:10](=[CH:11][C:12]=1[O:13][CH3:14])[C:9]1=[CH:15][C:16]([Cl:23])=[N:17][C:18](=[O:19])[N:8]1[CH2:7][CH2:6]2. Procedure: A mixture of 30.0 g of 9,10-dimethoxy-3,4,6,7-tetrahydro-2H-pyrimido(6,1-a)isoquinolin-2,4-dione and 300 ml of phosphorus oxychloride is heated on a steam bath for 4 hours. The excess of phosphorus oxychloride is distilled under reduced pressure. The residue is poured into a cold solution of sodium hydroxide. A yellow solid precipitates which is collected by filtration. The product is purified by passage through a silica gel column using chloroform as eluent. Yield 28.0 g, m.p. 235°-236° C. The reactants are ClC=1N=C(C2=C(N1)C=C(S2)CN2CCN(CC2)S(=O)(=O)C)N2CCOCC2 (2-Chloro-6-(4-methanesulfonyl-piperazin-1-ylmethyl)-4-morpholin-4-yl-thieno[3,2-d]pyrimidine), COC=1C=NC=C(C1)B1OC(C)(C)C(C)(C)O1 (3-methoxypyridine-5-boronic acid pinacol ester). Yields the product COC=1C=C(C=NC1)C=1N=C(C2=C(N1)C=C(S2)CN2CCN(CC2)S(=O)(=O)C)N2CCOCC2 (2-(5-methoxypyridin-3-yl)-4-morpholino-6-((4-N-methylsulfonylpiperazin-1-yl)methyl)thieno[3,2-d]pyrimidine). RXN SMILES: Cl[C:2]1[N:3]=[C:4]([N:22]2[CH2:27][CH2:26][O:25][CH2:24][CH2:23]2)[C:5]2[S:10][C:9]([CH2:11][N:12]3[CH2:17][CH2:16][N:15]([S:18]([CH3:21])(=[O:20])=[O:19])[CH2:14][CH2:13]3)=[CH:8][C:6]=2[N:7]=1.[CH3:28][O:29][C:30]1[CH:31]=[N:32][CH:33]=[C:34](B2OC(C)(C)C(C)(C)O2)[CH:35]=1>>[CH3:28][O:29][C:30]1[CH:35]=[C:34]([C:2]2[N:3]=[C:4]([N:22]3[CH2:27][CH2:26][O:25][CH2:24][CH2:23]3)[C:5]3[S:10][C:9]([CH2:11][N:12]4[CH2:17][CH2:16][N:15]([S:18]([CH3:21])(=[O:20])=[O:19])[CH2:14][CH2:13]4)=[CH:8][C:6]=3[N:7]=2)[CH:33]=[N:32][CH:31]=1. Reported procedure: 2-Chloro-6-(4-methanesulfonyl-piperazin-1-ylmethyl)-4-morpholin-4-yl-thieno[3,2-d]pyrimidine, prepared via General Procedure B-3, was reacted with 3-methoxypyridine-5-boronic acid pinacol ester in General Procedure A. Purification on silica and ether trituration gave 243. NMR (CDCl3): 2.68-2.72 (4H, m), 2.82 (3H, s), 3.29-3.33 (4H, m), 3.90 (2H, s), 3.90-3.94 (4H, m), 4.00 (3H, s), 4.05-4.10 (4H, m), 7.35 (1H, s), 8.23 (1H, s), 8.38 (1H, s), 9.26 (1H, s). MS (ESI+): MH+ 505.19 (100%)